This data is from the Open Reaction Database (ORD), a public repository of structured organic reaction records. The task is: describe an organic reaction: reactants, conditions, products, and yield Starting materials: [OH-].C1(=CC=CC=C1)[N+](C)(C)C (phenyltrimethylammonium hydroxide), C1(=CC=CC=C1)C (toluene), FC(C(=O)O)(F)F.OC1=C(C=C2CN(CC3CC4=C(C1=C23)C=C(C(=C4)OC)OC)C)OC ((±)-5,6,6a,7-Tetrahydro-1-hydroxy-2,9,10-trimethoxy-5-methyl-4H-dibenz(de,g)isoquinoline trifluoro acetate), Cl (hydrochloride), Cl (hydrochloric acid). Solvent: C(Cl)(Cl)Cl (chloroform), CN(C=O)C (dimethylformamide). Product: COC1=C(C=C2CN(CC3CC4=C(C1=C23)C=C(C(=C4)OC)OC)C)OC ((±)-5,6,6a,7-tetrahydro-1,2,9,10-tetramethoxy-5-methyl-4H-dibenz(de,g)isoquinoline), Cl (hydrochloride). Reaction SMILES: F[C:2](F)(F)C(O)=O.[OH:8][C:9]1[C:20]2=[C:21]3[CH:16]([CH2:17][C:18]4[CH:25]=[C:24]([O:26][CH3:27])[C:23]([O:28][CH3:29])=[CH:22][C:19]=42)[CH2:15][N:14]([CH3:30])[CH2:13][C:12]3=[CH:11][C:10]=1[O:31][CH3:32].C1(C)C=CC=CC=1.[OH-].C1([N+](C)(C)C)C=CC=CC=1.[ClH:51]>C(Cl)(Cl)Cl.CN(C)C=O>[CH3:2][O:8][C:9]1[C:20]2=[C:21]3[CH:16]([CH2:17][C:18]4[CH:25]=[C:24]([O:26][CH3:27])[C:23]([O:28][CH3:29])=[CH:22][C:19]=42)[CH2:15][N:14]([CH3:30])[CH2:13][C:12]3=[CH:11][C:10]=1[O:31][CH3:32].[ClH:51] |f:0.1,3.4|. Procedure details: 2.2 g. (±)-5,6,6a,7-Tetrahydro-1-hydroxy-2,9,10-trimethoxy-5-methyl-4H-dibenz(de,g)isoquinoline trifluoro acetate (see Example 3) are dissolved in 10 ml. of a mixture of toluene and dimethylformamide (9:1 v/v) and methylated with phenyltrimethylammonium hydroxide in a manner analogous to that described in Example 7. When the reaction is finished, the reaction mixture is evaporated in a vacuum and the residue is partitioned between water and methylene chloride. The organic phase is worked up in t... Reactants: N1C=CC=2C1=NC=CC2C=2SC=CC2C2=CC=C(N)C=C2 (4-[2-(1H-pyrrolo[2,3-b]pyridin-4-yl)-3-thienyl]aniline), C(C)N=C=O (ethyl isocyanate). Yields the product C(C)NC(=O)NC1=CC=C(C=C1)C1=C(SC=C1)C1=C2C(=NC=C1)NC=C2 (N-ethyl-N′-{4-[2-(1H-pyrrolo[2,3-b]pyridin-4-yl)-3-thienyl]phenyl}urea). RXN SMILES: [NH:1]1[C:5]2=[N:6][CH:7]=[CH:8][C:9]([C:10]3[S:11][CH:12]=[CH:13][C:14]=3[C:15]3[CH:21]=[CH:20][C:18]([NH2:19])=[CH:17][CH:16]=3)=[C:4]2[CH:3]=[CH:2]1.[CH2:22]([N:24]=[C:25]=[O:26])[CH3:23]>>[CH2:22]([NH:24][C:25]([NH:19][C:18]1[CH:20]=[CH:21][C:15]([C:14]2[CH:13]=[CH:12][S:11][C:10]=2[C:9]2[CH:8]=[CH:7][N:6]=[C:5]3[NH:1][CH:2]=[CH:3][C:4]=23)=[CH:16][CH:17]=1)=[O:26])[CH3:23]. Procedure: Following the procedure described in Example 1 with 4-[2-(1H-pyrrolo[2,3-b]pyridin-4-yl)-3-thienyl]aniline and ethyl isocyanate provided the title compound. ESMS [M+H]+: 363.2 The reactants are CS(C)=O, Fc1cc(C(F)(F)F)ccn1, [K+], [K+], O=C([O-])[O-], O, OCCc1ccc(O)cc1. The product is OCCc1ccc(Oc2cc(C(F)(F)F)ccn2)cc1. As a reaction SMILES: [CH3:29][S:30]([CH3:31])=[O:32].[F:17][c:18]1[n:19][cH:20][cH:21][c:22]([C:24]([F:25])([F:26])[F:27])[cH:23]1.[K+:11].[K+:12].[O-:13][C:14]([O-:15])=[O:16].[OH2:28].[OH:1][CH2:2][CH2:3][c:4]1[cH:5][cH:6][c:7]([OH:8])[cH:9][cH:10]1>>[OH:1][CH2:2][CH2:3][c:4]1[cH:5][cH:6][c:7]([O:8][c:18]2[n:19][cH:20][cH:21][c:22]([C:24]([F:25])([F:26])[F:27])[cH:23]2)[cH:9][cH:10]1. The reactants are C(C)OC(CO[C@H](C\C=C\C)C1CC1)OCC ([(1R,3E)-1-(2,2-Diethoxyethoxyl)pent-3-en-1-yl]cyclopropane), C(C1=CC=CC=C1)OC[C@H]1C[C@@H]2C(=NOC2)CO1 ((3aR,5R)-5-[(benzyloxy)methyl]-3,3a,4,5-tetrahydro-7H-pyrano[3,4-c][1,2]oxazole), C(C1=CC=CC=C1)OC[C@@H](CC=C)OCC=NO (2-{[(2R)-1-(benzyloxy)pent-4-en-2-yl]oxy}-N-hydroxyethanimine), C(C)OC(CO[C@@H](COCC1=CC=CC=C1)CC=C)OCC (({[(2R)-2-(2,2-diethoxyethoxyl)pent-4-en-1-yl]oxy}methyl)benzene). Yields the product C1(CC1)[C@@H](C\C=C\C)OCC=NO (2-{[(1R,3E)-1-cyclopropylpent-3-en-1-yl]oxy}-N-hydroxyethanimine). RXN SMILES: C(O[CH:4](OCC)[CH2:5][O:6][C@@H:7]([CH:12]1[CH2:14][CH2:13]1)[CH2:8]/[CH:9]=[CH:10]/[CH3:11])C.C(OC[C@H](OCC=[N:34][OH:35])CC=C)C1C=CC=CC=1.C(OC(OCC)CO[C@H](CC=C)COCC1C=CC=CC=1)C.C(OC[C@@H]1OCC2=NOC[C@@H]2C1)C1C=CC=CC=1>>[CH:12]1([C@H:7]([O:6][CH2:5][CH:4]=[N:34][OH:35])[CH2:8]/[CH:9]=[CH:10]/[CH3:11])[CH2:14][CH2:13]1. Procedure details: [(1R,3E)-1-(2,2-Diethoxyethoxyl)pent-3-en-1-yl]cyclopropane (C25) was converted to the product using the method described for synthesis of 2-{[(2R)-1-(benzyloxy)pent-4-en-2-yl]oxy}-N-hydroxyethanimine (C3) in the section “Alternate conversion of C2 to C4.” In this case, purification was carried out using silica gel chromatography (Gradient: 0% to 80% ethyl acetate in heptane) to provide the product as a colorless oil. By 1H NMR, this was assigned as a roughly 1:1 mixture of oxime isomers. Yield:...